Dataset: the Open Reaction Database (ORD), a public repository of structured organic reaction records. Task: describe an organic reaction: reactants, conditions, products, and yield Starting materials: BrC1=C2CC(NC(C2=CC2=C1C=CC=C2)C2=C(C=CC=C2)Cl)=O (5-bromo-1-(2'-chlorophenyl)-1,4-dihydrobenz[g]isoquinol-3-one), C(C)(=O)[O-].[Na+] (sodium acetate), [H][H] (hydrogen). Reagents/catalysts: [Pd] (palladium-charcoal). Solvent: C(C)(=O)O (acetic acid). Yields the product ClC1=C(C=CC=C1)C1NC(CC2=CC3=C(C=C12)C=CC=C3)=O (1-(2'-Chlorophenyl)-1,4-dihydro-benz[g]isoquinol-3-one). Yield: 76.9%. Reaction SMILES: Br[C:2]1[C:11]2[CH:12]=[CH:13][CH:14]=[CH:15][C:10]=2[CH:9]=[C:8]2[C:3]=1[CH2:4][C:5](=[O:23])[NH:6][CH:7]2[C:16]1[CH:21]=[CH:20][CH:19]=[CH:18][C:17]=1[Cl:22].C([O-])(=O)C.[Na+].[H][H]>C(O)(=O)C.[Pd]>[Cl:22][C:17]1[CH:18]=[CH:19][CH:20]=[CH:21][C:16]=1[CH:7]1[C:8]2[C:3](=[CH:2][C:11]3[CH:12]=[CH:13][CH:14]=[CH:15][C:10]=3[CH:9]=2)[CH2:4][C:5](=[O:23])[NH:6]1 |f:1.2|. Reported procedure: A mixture of 5-bromo-1-(2'-chlorophenyl)-1,4-dihydrobenz[g]isoquinol-3-one (Description 7) (7.6 g), sodium acetate (3.0 g) and 10% palladium-charcoal (2.0 g) in acetic acid (750 ml) was hydrogenated at atmospheric temperature and pressure until the initial rapid uptake of hydrogen had ceased (2.5 hours). The mixture was filtered (celite) and the filtrate evaporated to dryness in vacuo and recrystallised from ethylacetate to afford the title compound (4.65 g) m.p. 234°-237° C. Reactants: COc1cccc(C2CC(N(OC(C)=O)C(C)=O)C2)c1, CO, [K+], [K+], O=C([O-])[O-]. The product is COc1cccc(C2CC(N(O)C(C)=O)C2)c1. Reaction SMILES: [C:1](=[O:2])([CH3:3])[O:4][N:5]([C:6]([CH3:7])=[O:8])[CH:9]1[CH2:10][CH:11]([c:13]2[cH:14][c:15]([O:19][CH3:20])[cH:16][cH:17][cH:18]2)[CH2:12]1.[CH3:27][OH:28].[K+:21].[K+:22].[O-:23][C:24]([O-:25])=[O:26]>>[OH:4][N:5]([C:6]([CH3:7])=[O:8])[CH:9]1[CH2:10][CH:11]([c:13]2[cH:14][c:15]([O:19][CH3:20])[cH:16][cH:17][cH:18]2)[CH2:12]1. Starting materials: ClS(=O)(=O)O (chlorosulfonic acid), C(CCCCCC(C)C)(=O)O (isononanoic acid), C1(=CC=CC=C1)O (phenol), C(CCCCCC(C)C)(=O)O (isononanoic acid). Reaction conditions: temperature 95 celsius, time 7 minute. Yields the product C1=CC(=CC=C1O)S(=O)(=O)O (phenolsulfonic acid). Isolated yield 93.3%. As a reaction SMILES: Cl[S:2]([OH:5])(=[O:4])=[O:3].[C:6]([OH:16])(=O)[CH2:7][CH2:8][CH2:9][CH2:10][CH2:11]C(C)C.C1(O)C=CC=CC=1>>[CH:7]1[C:6]([OH:16])=[CH:11][CH:10]=[C:9]([S:2]([OH:5])(=[O:4])=[O:3])[CH:8]=1. Reported procedure: In the equipment according to FIG. 1, a mixture of 178.8 g (1.53 mole) of chlorosulfonic acid and 136.5 g (0.86 mole) of isononanoic acid was placed into one of the two graduated funnels and a mixture of 143 g (1.52 mole) of phenol and 104 g (0.66 mole) of isononanoic acid was placed into the other, and the two mixtures were added under control to the continuous-flow reactor in such a way that the residence time was about 7 minutes. The total time for adding the starting compounds to the reactor... Starting materials: COC(=O)c1ccccc1N1CCN(C(=O)C(Cc2ccc(Cl)cc2)NC(=O)C2Cc3ccccc3CN2C(=O)OC(C)(C)C)CC1, CCOC(C)=O, Cl. Product: COC(=O)c1ccccc1N1CCN(C(=O)C(Cc2ccc(Cl)cc2)NC(=O)C2Cc3ccccc3CN2)CC1. RXN SMILES: [C:1]([O:2][C:3](=[O:4])[N:8]1[CH2:9][c:10]2[cH:11][cH:12][cH:13][cH:14][c:15]2[CH2:16][CH:17]1[C:18](=[O:19])[NH:20][CH:21]([C:22](=[O:23])[N:24]1[CH2:25][CH2:26][N:27]([c:30]2[c:31]([C:32](=[O:33])[O:34][CH3:35])[cH:36][cH:37][cH:38][cH:39]2)[CH2:28][CH2:29]1)[CH2:40][c:41]1[cH:42][cH:43][c:44]([Cl:47])[cH:45][cH:46]1)([CH3:5])([CH3:6])[CH3:7].[CH3:49][CH2:50][O:51][C:52]([CH3:53])=[O:54].[ClH:48]>>[NH:8]1[CH2:9][c:10]2[cH:11][cH:12][cH:13][cH:14][c:15]2[CH2:16][CH:17]1[C:18](=[O:19])[NH:20][CH:21]([C:22](=[O:23])[N:24]1[CH2:25][CH2:26][N:27]([c:30]2[c:31]([C:32](=[O:33])[O:34][CH3:35])[cH:36][cH:37][cH:38][cH:39]2)[CH2:28][CH2:29]1)[CH2:40][c:41]1[cH:42][cH:43][c:44]([Cl:47])[cH:45][cH:46]1. Reactants: ( 100 ), FC1=C(C(=CC=C1)F)C1=CC2=C(N=C(N=C2)N)N=C1N (6-(2,6-Difluoro-phenyl)-pyrido[2,3-d]pyrimidine-2,7-diamine), C(C)(C)(C)N=C=O (tert-butyl isocyanate), N (ammonia). Solvent: C (methane). Yields the product NC=1N=CC2=C(N1)N=C(C(=C2)C2=C(C=CC=C2F)F)NC(=O)NC(C)(C)C (1-[2-Amino-6-(2,6-difluoro-phenyl)-pyrido[2,3-d]pyrimidin-7-yl]-3-tert-butyl-urea). RXN SMILES: [F:1][C:2]1[CH:7]=[CH:6][CH:5]=[C:4]([F:8])[C:3]=1[C:9]1[C:19]([NH2:20])=[N:18][C:12]2[N:13]=[C:14]([NH2:17])[N:15]=[CH:16][C:11]=2[CH:10]=1.[C:21]([N:25]=[C:26]=[O:27])([CH3:24])([CH3:23])[CH3:22].N>C>[NH2:17][C:14]1[N:15]=[CH:16][C:11]2[CH:10]=[C:9]([C:3]3[C:2]([F:1])=[CH:7][CH:6]=[CH:5][C:4]=3[F:8])[C:19]([NH:20][C:26]([NH:25][C:21]([CH3:24])([CH3:23])[CH3:22])=[O:27])=[N:18][C:12]=2[N:13]=1. Reported procedure: The title compound was prepared from 0.25 g of 6-(2,6-difluoro-phenyl)-pyrido[2,3-d]pyrimidine-2,7-diamine from Example 63 and 0.112 mL of tert-butyl isocyanate according to Example 2. The product was purified by MPLC eluting with a gradient of CHCl3 :EtOAc (1:1) to EtOAc to afford the pure product; mp >300° C., CIMS (1% ammonia in methane): m/z (relative intensity) 373 (MH+ +1, 60), 374 (MH+ +2, 10), 274 (100). The reactants are C(C)(C)(C)N1N=C2C(NC=3C=CC=CC3C2=C1)=O (2-tert-butyl-2,5-dihydropyrazolo[3,4-c]quinolin-4-one), C(C)I (ethyl iodide), ice, CN(CCN(C)C)C (N,N,N′,N′-tetramethylethylenediamine), C(CCC)[Li] (n-butyl lithium), ice. Solvent: C1CCOC1 (THF), C(C)(=O)OCC (ethyl acetate). Product: C(C)(C)(C)N1N=C2C(NC=3C=CC=CC3C2=C1CC)=O (2-tert-butyl-1-ethyl-2,5-dihydro-pyrazolo[3,4-c]quinolin-4-one). Isolated yield 91.3%. As a reaction SMILES: [C:1]([N:5]1[CH:17]=[C:16]2[C:7]([C:8](=[O:18])[NH:9][C:10]3[CH:11]=[CH:12][CH:13]=[CH:14][C:15]=32)=[N:6]1)([CH3:4])([CH3:3])[CH3:2].CN(C)[CH2:21][CH2:22]N(C)C.C([Li])CCC.C(I)C>C(OCC)(=O)C.C1COCC1>[C:1]([N:5]1[C:17]([CH2:21][CH3:22])=[C:16]2[C:7]([C:8](=[O:18])[NH:9][C:10]3[CH:11]=[CH:12][CH:13]=[CH:14][C:15]=32)=[N:6]1)([CH3:4])([CH3:2])[CH3:3]. Procedure details: To a round-bottomed flask containing 2-tert-butyl-2,5-dihydropyrazolo[3,4-c]quinolin-4-one (20.0 g, 82.99 mmol) was added THF (500 mL) followed by N,N,N′,N′-tetramethylethylenediamine (48.13 g, 414.94 mmol). The reaction was stirred under a nitrogen atmosphere in an ice bath. To this suspension n-butyl lithium (2.5 M in hexanes, 130.0 mL, 324.91 mmol) was added dropwise. The reaction mixture was stirred in the ice bath for 2 minutes and then ethyl iodide (258.38 g, 1.66 mol) was added to the rea... Starting materials: COCCO, N#Cc1ccccc1Cl, Sc1ccc(Cl)cc1, [Na]. Yields the product N#Cc1ccccc1Sc1ccc(Cl)cc1. Reaction SMILES: [CH3:19][O:20][CH2:21][CH2:22][OH:23].[Cl:10][c:11]1[c:12]([C:13]#[N:14])[cH:15][cH:16][cH:17][cH:18]1.[Cl:1][c:2]1[cH:3][cH:4][c:5]([SH:8])[cH:6][cH:7]1.[Na:9]>>[Cl:1][c:2]1[cH:3][cH:4][c:5]([S:8][c:11]2[c:12]([C:13]#[N:14])[cH:15][cH:16][cH:17][cH:18]2)[cH:6][cH:7]1.